Dataset: the Open Reaction Database (ORD), a public repository of structured organic reaction records. Task: describe an organic reaction: reactants, conditions, products, and yield The reactants are CCO, CCN(C(C)C)C(C)C, ClCCl, O=C1CCc2c(cccc2OCC2CO2)N1, C1=CCC2CNC(C1)CN2c1ccc2ccccc2c1. Product: O=C1CCc2c(cccc2OCC(O)CN2CC3CC=CCC2CN3c2ccc3ccccc3c2)N1. As a reaction SMILES: [CH3:37][CH2:38][OH:39].[CH:40]([N:41]([CH2:42][CH3:43])[CH:44]([CH3:45])[CH3:46])([CH3:47])[CH3:48].[Cl:49][CH2:50][Cl:51].[O:1]1[CH:2]([CH2:4][O:5][c:6]2[c:7]3[c:12]([cH:13][cH:14][cH:15]2)[NH:11][C:10](=[O:16])[CH2:9][CH2:8]3)[CH2:3]1.[cH:17]1[c:18]([N:27]2[CH:28]3[CH2:29][CH:30]=[CH:31][CH2:32][CH:33]([CH2:34]2)[NH:35][CH2:36]3)[cH:19][cH:20][c:21]2[cH:22][cH:23][cH:24][cH:25][c:26]12>>[OH:1][CH:2]([CH2:3][N:35]1[CH:33]2[CH2:32][CH:31]=[CH:30][CH2:29][CH:28]([N:27]([c:18]3[cH:17][c:26]4[c:21]([cH:20][cH:19]3)[cH:22][cH:23][cH:24][cH:25]4)[CH2:34]2)[CH2:36]1)[CH2:4][O:5][c:6]1[c:7]2[c:12]([cH:13][cH:14][cH:15]1)[NH:11][C:10](=[O:16])[CH2:9][CH2:8]2. Starting materials: CS(C)=O, Cc1nc(Cl)c(F)c(NCc2ccccn2)n1, NN, O. The product is Cc1nc(=NN)c(F)c(NCc2ccccn2)[nH]1. RXN SMILES: [CH3:21][S:22]([CH3:23])=[O:24].[Cl:1][c:2]1[c:3]([F:17])[c:4]([NH:9][CH2:10][c:11]2[n:12][cH:13][cH:14][cH:15][cH:16]2)[n:5][c:6]([CH3:8])[n:7]1.[NH2:19][NH2:20].[OH2:18]>>[c:2]1(=[N:19][NH2:20])[c:3]([F:17])[c:4]([NH:9][CH2:10][c:11]2[n:12][cH:13][cH:14][cH:15][cH:16]2)[nH:5][c:6]([CH3:8])[n:7]1. Starting materials: C1(=CC=CC=C1)C1=CC=CC(=N1)C=O (6-phenyl-2-pyridine aldehyde), [BH4-].[Na+] (sodium borohydride), CO (methanol). Conditions: time 10 minute. Yields the product CC1=NC(=CC=C1O)C1=CC=CC=C1 (2-methylhydroxyl-6-phenyl pyridine). Isolated yield 99.0%. As a reaction SMILES: [C:1]1([C:7]2[N:12]=[C:11]([CH:13]=O)[CH:10]=[CH:9][CH:8]=2)[CH:6]=[CH:5][CH:4]=[CH:3][CH:2]=1.[BH4-].[Na+].C[OH:18]>>[CH3:13][C:11]1[C:10]([OH:18])=[CH:9][CH:8]=[C:7]([C:1]2[CH:6]=[CH:5][CH:4]=[CH:3][CH:2]=2)[N:12]=1 |f:1.2|. Reported procedure: To a solution of 0.250 g (1.36 mmol) of 6-phenyl-2-pyridine aldehyde in 5 mL of methanol was added sodium borohydride (0.08 g, 2.05 mmol) portionwise with stirring under N2 at ambient temperature. After 10 min, the reaction was quenched with 5 mL of saturated aqueous ammonium chloride solution. This solution was extracted with 3×50 mL EtOAc. The organic fractions were pooled, dried over Na2SO4. and concentrated. After removing the volatiles in vacuo, the resultant yellow oil was chromatographed ... The reactants are [Na].ClC=1C(=NC=C(C1)Cl)OC1=CC=C(C=C1)O (4-(3,5-dichloro-2-pyridyloxy)phenol sodium salt), ClC(C(=O)OCCOCC1=CC=C(C=C1)F)C (2-(4-fluorobenzyloxy)ethyl 2-chloropropionate), CN(C=O)C (dimethylformamide). Run in O (water). Yields the product ClC=1C(=NC=C(C1)Cl)OC1=CC=C(OC(C(=O)OCCOCC2=CC=C(C=C2)F)C)C=C1 (2-(4-fluorobenzyloxy)ethyl 2-[4-(3,5-dichloro-2-pyridyloxy)phenoxy]propionate). As a reaction SMILES: [Na].[Cl:2][C:3]1[C:4]([O:10][C:11]2[CH:16]=[CH:15][C:14]([OH:17])=[CH:13][CH:12]=2)=[N:5][CH:6]=[C:7]([Cl:9])[CH:8]=1.Cl[CH:19]([CH3:34])[C:20]([O:22][CH2:23][CH2:24][O:25][CH2:26][C:27]1[CH:32]=[CH:31][C:30]([F:33])=[CH:29][CH:28]=1)=[O:21].CN(C)C=O>O>[Cl:2][C:3]1[C:4]([O:10][C:11]2[CH:16]=[CH:15][C:14]([O:17][CH:19]([CH3:34])[C:20]([O:22][CH2:23][CH2:24][O:25][CH2:26][C:27]3[CH:28]=[CH:29][C:30]([F:33])=[CH:31][CH:32]=3)=[O:21])=[CH:13][CH:12]=2)=[N:5][CH:6]=[C:7]([Cl:9])[CH:8]=1 |f:0.1,^1:0|. Reported procedure: 30.6 g of 4-(3,5-dichloro-2-pyridyloxy)phenol sodium salt and 30.5 g of 2-(4-fluorobenzyloxy)ethyl 2-chloropropionate were added to 100 ml of dimethylformamide, and the mixture was heated to 70° to 80° C. for 3 hours with stirring. After cooling to room temperature, the reaction solution was poured into 300 ml of water, then extracted with ether. The ether layer was washed successively with 1% strength by weight sodium hydroxide aqueous solution and water, followed by dehydration. Upon distillin... The reactants are CCOC(=O)c1ccc(-c2c(F)c(OC)cc(OC)c2F)c2nccnc12, C[Al](C)C, ClCCl, CN(CC(N)=O)Cc1ccc(N)nc1, [Na+], O=C([O-])O. The product is COc1cc(OC)c(F)c(-c2ccc(C(=O)Nc3ccc(CN(C)CC(N)=O)cn3)c3nccnc23)c1F. Reaction SMILES: [CH2:1]([O:2][C:4](=[O:5])[c:6]1[c:7]2[n:8][cH:9][cH:10][n:11][c:12]2[c:13](-[c:16]2[c:17]([F:27])[c:18]([O:25][CH3:26])[cH:19][c:20]([O:23][CH3:24])[c:21]2[F:22])[cH:14][cH:15]1)[CH3:3].[CH3:42][Al:43]([CH3:44])[CH3:45].[Cl:51][CH2:52][Cl:53].[NH2:28][c:29]1[cH:30][cH:31][c:32]([CH2:35][N:36]([CH2:37][C:38](=[O:39])[NH2:40])[CH3:41])[cH:33][n:34]1.[Na+:50].[O-:46][C:47]([OH:48])=[O:49]>>[C:4](=[O:5])([c:6]1[c:7]2[n:8][cH:9][cH:10][n:11][c:12]2[c:13](-[c:16]2[c:17]([F:27])[c:18]([O:25][CH3:26])[cH:19][c:20]([O:23][CH3:24])[c:21]2[F:22])[cH:14][cH:15]1)[NH:28][c:29]1[cH:30][cH:31][c:32]([CH2:35][N:36]([CH2:37][C:38](=[O:39])[NH2:40])[CH3:41])[cH:33][n:34]1. Starting materials: COC(C)(C)C, ClCCl, O=C(Cn1ncc(OCc2ccc(F)cn2)cc1=O)c1ccc(CO)cc1, O=S(Cl)Cl. Yields the product O=C(Cn1ncc(OCc2ccc(F)cn2)cc1=O)c1ccc(CCl)cc1. As a reaction SMILES: [C:35]([O:36][CH3:37])([CH3:38])([CH3:39])[CH3:40].[Cl:32][CH2:33][Cl:34].[F:1][c:2]1[cH:3][cH:4][c:5]([CH2:8][O:9][c:10]2[cH:11][c:12](=[O:27])[n:13]([CH2:16][C:17](=[O:18])[c:19]3[cH:20][cH:21][c:22]([CH2:25][OH:26])[cH:23][cH:24]3)[n:14][cH:15]2)[n:6][cH:7]1.[S:28]([Cl:29])([Cl:30])=[O:31]>>[F:1][c:2]1[cH:3][cH:4][c:5]([CH2:8][O:9][c:10]2[cH:11][c:12](=[O:27])[n:13]([CH2:16][C:17](=[O:18])[c:19]3[cH:20][cH:21][c:22]([CH2:25][Cl:30])[cH:23][cH:24]3)[n:14][cH:15]2)[n:6][cH:7]1.